From a dataset of the Open Reaction Database (ORD), a public repository of structured organic reaction records. describe an organic reaction: reactants, conditions, products, and yield The reactants are C1(CCC=CCCC=CCCC1)=O (cyclododeca-4,8-dienone), [H][H] (hydrogen), [H][H] (hydrogen), [H][H] (hydrogen). The reagents and catalysts are [Pd] (Pd/C), [Pd] (Pd). Yields the product C1(CCCCCCCCCCC1)=O (Cyclododecanone). RXN SMILES: [C:1]1(=[O:13])[CH2:12][CH2:11][CH2:10][CH:9]=[CH:8][CH2:7][CH2:6][CH:5]=[CH:4][CH2:3][CH2:2]1.[H][H]>[Pd]>[C:1]1(=[O:13])[CH2:12][CH2:11][CH2:10][CH2:9][CH2:8][CH2:7][CH2:6][CH2:5][CH2:4][CH2:3][CH2:2]1. Reported procedure: 50 g of cyclododeca-4,8-dienone (isomer mixture, fraction 2 from Example 4) and 1 g of Pd/C catalyst (10% by weight of Pd, commercially available from Degussa under the product number E 101 N/D) were introduced into a 100 ml autoclave. 5 bar of hydrogen were injected with stirring. At a reaction temperature of 50° C., further hydrogen was supplied (10 h) until no more hydrogen was absorbed. After cooling, decompressing and filtering off the catalyst, the effluent was analyzed by gas chromatograp... Reactants: CC(=O)O[BH-](OC(C)=O)OC(C)=O, Cc1noc(C)c1C=O, CC(=O)O, ClCCl, Nc1nc(N2CCNCC2)nc2nc(-c3cccc(F)c3)nn12, [Na+]. Product: Cc1noc(C)c1CN1CCN(c2nc(N)n3nc(-c4cccc(F)c4)nc3n2)CC1. Reaction SMILES: [C:33]([O:34][BH-:35]([O:36][C:37](=[O:38])[CH3:39])[O:40][C:41](=[O:42])[CH3:43])(=[O:44])[CH3:45].[CH3:24][c:25]1[n:26][o:27][c:28]([CH3:32])[c:29]1[CH:30]=[O:31].[CH3:50][C:51](=[O:52])[OH:53].[Cl:47][CH2:48][Cl:49].[F:1][c:2]1[cH:3][c:4](-[c:8]2[n:9][n:10]3[c:11]([n:12][c:13]([N:17]4[CH2:18][CH2:19][NH:20][CH2:21][CH2:22]4)[n:14][c:15]3[NH2:16])[n:23]2)[cH:5][cH:6][cH:7]1.[Na+:46]>>[F:1][c:2]1[cH:3][c:4](-[c:8]2[n:9][n:10]3[c:11]([n:12][c:13]([N:17]4[CH2:18][CH2:19][N:20]([CH2:30][c:29]5[c:25]([CH3:24])[n:26][o:27][c:28]5[CH3:32])[CH2:21][CH2:22]4)[n:14][c:15]3[NH2:16])[n:23]2)[cH:5][cH:6][cH:7]1. Reactants: ClC1=CC(=CC=C1)C(=O)OO (m-chloroperbenzoic acid), CO\N=C(/C(=O)NC1[C@@H]2N(C(=C(CS2)CCl)C(=O)OC(C2=CC=CC=C2)C2=CC=CC=C2)C1=O)\C=1N=C(SC1)NC(C1=CC=CC=C1)(C1=CC=CC=C1)C1=CC=CC=C1 (benzhydryl 7-[(Z)-2-methoxyimino-2-(2-tritylaminothiazol-4-yl)acetamido]-3-chloromethyl-3-cephem-4-carboxylate), ice water. The solvent is C1=CC=CC=C1 (benzene). Run at time 1 hour. Product: CO\N=C(/C(=O)NC1[C@@H]2N(C(=C(CS2=O)CCl)C(=O)OC(C2=CC=CC=C2)C2=CC=CC=C2)C1=O)\C=1N=C(SC1)NC(C1=CC=CC=C1)(C1=CC=CC=C1)C1=CC=CC=C1 (Benzhydryl 7-[(Z)-2-methoxyimino-2-(2-tritylaminothiazol-4-yl)acetamido]-3-chloromethyl-3-cephem-4-carboxylate 1-oxide). Reaction SMILES: [CH3:1][O:2]/[N:3]=[C:4](/[C:35]1[N:36]=[C:37]([NH:40][C:41]([C:54]2[CH:59]=[CH:58][CH:57]=[CH:56][CH:55]=2)([C:48]2[CH:53]=[CH:52][CH:51]=[CH:50][CH:49]=2)[C:42]2[CH:47]=[CH:46][CH:45]=[CH:44][CH:43]=2)[S:38][CH:39]=1)\[C:5]([NH:7][CH:8]1[C:33](=[O:34])[N:10]2[C:11]([C:17]([O:19][CH:20]([C:27]3[CH:32]=[CH:31][CH:30]=[CH:29][CH:28]=3)[C:21]3[CH:26]=[CH:25][CH:24]=[CH:23][CH:22]=3)=[O:18])=[C:12]([CH2:15][Cl:16])[CH2:13][S:14][C@H:9]12)=[O:6].ClC1C=CC=C(C(OO)=[O:68])C=1>C1C=CC=CC=1>[CH3:1][O:2]/[N:3]=[C:4](/[C:35]1[N:36]=[C:37]([NH:40][C:41]([C:48]2[CH:49]=[CH:50][CH:51]=[CH:52][CH:53]=2)([C:42]2[CH:43]=[CH:44][CH:45]=[CH:46][CH:47]=2)[C:54]2[CH:59]=[CH:58][CH:57]=[CH:56][CH:55]=2)[S:38][CH:39]=1)\[C:5]([NH:7][CH:8]1[C:33](=[O:34])[N:10]2[C:11]([C:17]([O:19][CH:20]([C:27]3[CH:32]=[CH:31][CH:30]=[CH:29][CH:28]=3)[C:21]3[CH:22]=[CH:23][CH:24]=[CH:25][CH:26]=3)=[O:18])=[C:12]([CH2:15][Cl:16])[CH2:13][S:14](=[O:68])[C@H:9]12)=[O:6]. Procedure details: 2.5 g (2.97 mmol) of benzhydryl 7-[(Z)-2-methoxyimino-2-(2-tritylaminothiazol-4-yl)acetamido]-3-chloromethyl-3-cephem-4-carboxylate was dissolved in 25 ml of benzene, and 640 mg (3.27 mmol) of m-chloroperbenzoic acid was added under cooling with ice. The mixture was stirred at room temperature for 1 hour. The reaction solution was poured into ice water, and extracted with ethyl acetate. The extracted solution was washed with a 5% sodium bisulfite aqueous solution and with a saturated sodium chlo... Reactants: BrC=1C=C(C(=O)O)C=C(C1OC1=CC(=C(C=C1)OC)C(C)C)Br (3,5-Dibromo-4-(4-methoxy-3-isopropylphenoxy)benzoic acid), ClC1=CC=C(C=C1)S(=O)(=O)N (4-chlorobenzenesulphonamide). The product is BrC=1C=C(C(=O)C2=C(C=CC(=C2)Cl)S(=O)(=O)N)C=C(C1OC1=CC(=C(C=C1)O)C(C)C)Br (3,5-Dibromo-4-(4-hydroxy-3-isopropylphenoxy)benzoyl-4-chlorobenzenesulphonamide). Isolated yield 61.5%. Reaction SMILES: [Br:1][C:2]1[CH:3]=[C:4]([CH:8]=[C:9]([Br:23])[C:10]=1[O:11][C:12]1[CH:17]=[CH:16][C:15]([O:18]C)=[C:14]([CH:20]([CH3:22])[CH3:21])[CH:13]=1)[C:5](O)=[O:6].[Cl:24][C:25]1[CH:30]=[CH:29][C:28]([S:31]([NH2:34])(=[O:33])=[O:32])=[CH:27][CH:26]=1>>[Br:1][C:2]1[CH:3]=[C:4]([CH:8]=[C:9]([Br:23])[C:10]=1[O:11][C:12]1[CH:17]=[CH:16][C:15]([OH:18])=[C:14]([CH:20]([CH3:21])[CH3:22])[CH:13]=1)[C:5]([C:29]1[CH:30]=[C:25]([Cl:24])[CH:26]=[CH:27][C:28]=1[S:31]([NH2:34])(=[O:32])=[O:33])=[O:6]. Procedure details: 3,5-Dibromo-4-(4-methoxy-3-isopropylphenoxy)benzoic acid (0.035 mmol) was coupled with 4-chlorobenzenesulphonamide (0.175 mmol) using the method described in Example 58. Purification on HPLC of the residue gave 13 mg (62%) of the title compound. The reactants are [H-].[Na+] (sodium hydride), COC(C(C1=CC=C(C=C1)O)=O)=O (4-hydroxy-alpha-oxobenzeneacetic acid methyl ester), BrCCCCCCOC1=CC=CC=C1 ((6-bromohexyloxy)benzene). Solvent: CN(C=O)C (dimethylformamide). Run at temperature 60 celsius, time 15 minute. The product is COC(C(C1=CC=C(C=C1)OCCCCCCOC1=CC=CC=C1)=O)=O (alpha-oxo-4-[[(6-phenoxy)hexyl]oxy]benzeneacetic acid methyl ester). Yield: 66.3%. RXN SMILES: [CH3:1][O:2][C:3](=[O:13])[C:4](=[O:12])[C:5]1[CH:10]=[CH:9][C:8]([OH:11])=[CH:7][CH:6]=1.[H-].[Na+].Br[CH2:17][CH2:18][CH2:19][CH2:20][CH2:21][CH2:22][O:23][C:24]1[CH:29]=[CH:28][CH:27]=[CH:26][CH:25]=1>CN(C)C=O>[CH3:1][O:2][C:3](=[O:13])[C:4](=[O:12])[C:5]1[CH:10]=[CH:9][C:8]([O:11][CH2:17][CH2:18][CH2:19][CH2:20][CH2:21][CH2:22][O:23][C:24]2[CH:25]=[CH:26][CH:27]=[CH:28][CH:29]=2)=[CH:7][CH:6]=1 |f:1.2|. Procedure details: A stirred mixture of 4-hydroxy-alpha-oxobenzeneacetic acid methyl ester (0.724 g) in dimethylformamide (10 mL) under argon was treated with 55% sodium hydride (0.175 g), stirred for 15 minutes and treated with (6-bromohexyloxy)benzene (1.5 g). The mixture was heated at 60° C. overnight and worked up as in Example 20. The material from dichloromethane extraction was purified by HPLC (dichloromethane-hexane; 5:1) and crystallized from diethyl ether-hexane to provide 0.95 g of alpha-oxo-4-[[(6-phen... Reactants: C1(=CC=CC=C1)C(N1N=C(N=C1)CCCOC1=NC=CC(=C1)CN)(C1=CC=CC=C1)C1=CC=CC=C1 (1-[2-({3-[1-(triphenylmethyl)-1H-1,2,4-triazol-3-yl]propyl}oxy)pyridin-4-yl]methaneamine), C1(=CC=CC=C1)C(N1N=C(N=C1)OCCOC=1C=C(C=CC1)CN)(C1=CC=CC=C1)C1=CC=CC=C1 (1-{3-[(2-{[1-(triphenylmethyl)-1H-1,2,4-triazol-3-yl]oxy}ethyl)oxy]phenyl}methanamine), O=C1NC(=NC2=CC=CC=C12)C(=O)OCC (ethyl 4-oxo-3,4-dihydro-2-quinazolinecarboxylate), C(C)OC(=O)C=1C=C(C=CC1)C1=CSC=2N=C(NC(C21)=O)C(=O)OCC (ethyl 5-[3-(ethoxycarbonyl)phenyl]-4-oxo-3,4-dihydrothieno[2,3-d]pyrimidine-2-carboxylate). Product: O=C1C2=C(N=C(N1)C(NCC1=CC(=CC=C1)OCCOC1=NNC=N1)=O)SC=C2C=2C=C(C(=O)OCC)C=CC2 (ethyl 3-[4-oxo-2-({3-[2-(1H-1,2,4-triazol-3-yloxy)ethoxy]benzyl}carbamoyl)-3,4-dihydrothieno[2,3-d]pyrimidin-5-yl]benzoate), powder. The yield is 58.0%. Reaction SMILES: O=C1C2C(=CC=CC=2)N=C(C(OCC)=O)N1.[CH2:17]([O:19][C:20]([C:22]1[CH:23]=[C:24]([C:28]2[C:36]3[C:35](=[O:37])[NH:34][C:33]([C:38](OCC)=[O:39])=[N:32][C:31]=3[S:30][CH:29]=2)[CH:25]=[CH:26][CH:27]=1)=[O:21])[CH3:18].C1(C(C2C=CC=CC=2)(C2C=CC=CC=2)N2C=NC(CCCOC3C=C(CN)C=CN=3)=N2)C=CC=CC=1.C1(C(C2C=CC=CC=2)(C2C=CC=CC=2)[N:86]2[CH:90]=[N:89][C:88]([O:91][CH2:92][CH2:93][O:94][C:95]3[CH:96]=[C:97]([CH2:101][NH2:102])[CH:98]=[CH:99][CH:100]=3)=[N:87]2)C=CC=CC=1>>[O:37]=[C:35]1[NH:34][C:33]([C:38](=[O:39])[NH:102][CH2:101][C:97]2[CH:98]=[CH:99][CH:100]=[C:95]([O:94][CH2:93][CH2:92][O:91][C:88]3[N:89]=[CH:90][NH:86][N:87]=3)[CH:96]=2)=[N:32][C:31]2[S:30][CH:29]=[C:28]([C:24]3[CH:23]=[C:22]([CH:27]=[CH:26][CH:25]=3)[C:20]([O:19][CH2:17][CH3:18])=[O:21])[C:36]1=2. Procedure details: By a method similar to that in Example 22, and using, instead of ethyl 4-oxo-3,4-dihydro-2-quinazolinecarboxylate, ethyl 5-[3-(ethoxycarbonyl)phenyl]-4-oxo-3,4-dihydrothieno[2,3-d]pyrimidine-2-carboxylate obtained in Reference Example 82 and using, instead of 1-[2-({3-[1-(triphenylmethyl)-1H-1,2,4-triazol-3-yl]propyl}oxy)pyridin-4-yl]methaneamine, 1-{3-[(2-{[1-(triphenylmethyl)-1H-1,2,4-triazol-3-yl]oxy}ethyl)oxy]phenyl}methanamine obtained in Reference Example 32, the title compound was obtaine... The reactants are O1CCCC1 (Tetrahydrofuran), ClC1=C(C=CC=C1Cl)[N+](=O)[O-] (2,3-dichloronitrobenzene), C(CC(=O)OCC)(=O)OCC (diethyl malonate), [H-].[Na+] (sodium hydride), O1CCCC1 (tetrahydrofuran), O1CCCC1 (tetrahydrofuran). Run in C(C)(=O)O (acetic acid). Conditions: time 1 hour. The product is ClC1=C(C(=CC=C1)[N+](=O)[O-])CC(=O)O (2-Chloro-6-nitrophenylacetic acid). The yield is 31.4%. As a reaction SMILES: [H-].[Na+].O1CCCC1.[C:8]([O:16]CC)(=[O:15])[CH2:9][C:10](OCC)=O.ClC1[C:25]([Cl:26])=[CH:24][CH:23]=[CH:22][C:21]=1[N+:27]([O-:29])=[O:28]>C(O)(=O)C>[Cl:26][C:25]1[CH:24]=[CH:23][CH:22]=[C:21]([N+:27]([O-:29])=[O:28])[C:10]=1[CH2:9][C:8]([OH:16])=[O:15] |f:0.1|. Procedure details: 8.08 g (202 mmol) of 60% sodium hydride was added to 30 ml of tetrahydrofuran, and while cooling on a freezing mixture, 60 ml of tetrahydrofuran solution containing 32.0 g (200 mmol) of diethyl malonate was dropped to the solution below 20° C. over 1 hour, then the solution was stirred for 1 hour. 60 ml of Tetrahydrofuran solution containing 19.2 g (100 mmol) of 2,3-dichloronitrobenzene was dropped to the solution below 10° C. over 10 minutes. After the solution was stirred for 3.5 hours at room... Reactants: NC(CCC(=O)OCC)C1=CC(=CC=C1)OC (Ethyl 4-amino-4-(3-methoxyphenyl)butanoate). The solvent is C1(=CC=CC=C1)C (toluene). Product: COC=1C=C(C=CC1)C1CCC(N1)=O (5-(3-Methoxyphenyl)-2-pyrrolidinone). Isolated yield 89.9%. Reaction SMILES: [NH2:1][CH:2]([C:10]1[CH:15]=[CH:14][CH:13]=[C:12]([O:16][CH3:17])[CH:11]=1)[CH2:3][CH2:4][C:5](OCC)=[O:6]>C1(C)C=CC=CC=1>[CH3:17][O:16][C:12]1[CH:11]=[C:10]([CH:2]2[NH:1][C:5](=[O:6])[CH2:4][CH2:3]2)[CH:15]=[CH:14][CH:13]=1. Reported procedure: Ethyl 4-amino-4-(3-methoxyphenyl)butanoate (9.39 g) was dissolved in toluene (50 ml) and the solution heated under reflux for 0.5 hr to 1.0 hr. The mixture was cooled to ambient temperature, the precipitate was collected, and the filtrate was concentrated. The residue was recrystallized from ether to give 6.80 g (90%) of product, mp 84°-85° C. Starting materials: [H-].[Na+] (Sodium hydride), BrC1=C(C2=CC=C(C(=C2C=C1)C(F)(F)F)OC)C(=O)NC(OC)=O (N-[[2-bromo-6-methoxy-5-(trifluoromethyl)-1-naphthalenyl]carbonyl]carbamic acid, methyl ester), BrCC(=O)OC(C)(C)C (tert-butyl bromoacetate). The solvent is C1CCOC1 (THF). Reaction conditions: temperature 60 celsius, time 1 hour. Yields the product BrC1=C(C2=CC=C(C(=C2C=C1)C(F)(F)F)OC)C(=O)N(CC(=O)OC(C)(C)C)C(=O)OC (N-[[2-Bromo-6-methoxy-5-(trifluoromethyl)-1-naphthalenyl]carbonyl]-N-(methoxycarbonyl)glycine, 1,1-Dimethylethyl Ester). The yield is 84.0%. RXN SMILES: [H-].[Na+].[Br:3][C:4]1[CH:13]=[CH:12][C:11]2[C:6](=[CH:7][CH:8]=[C:9]([O:18][CH3:19])[C:10]=2[C:14]([F:17])([F:16])[F:15])[C:5]=1[C:20]([NH:22][C:23](=[O:26])[O:24][CH3:25])=[O:21].Br[CH2:28][C:29]([O:31][C:32]([CH3:35])([CH3:34])[CH3:33])=[O:30]>C1COCC1>[Br:3][C:4]1[CH:13]=[CH:12][C:11]2[C:6](=[CH:7][CH:8]=[C:9]([O:18][CH3:19])[C:10]=2[C:14]([F:16])([F:17])[F:15])[C:5]=1[C:20]([N:22]([C:23]([O:24][CH3:25])=[O:26])[CH2:28][C:29]([O:31][C:32]([CH3:35])([CH3:34])[CH3:33])=[O:30])=[O:21] |f:0.1|. Reported procedure: Sodium hydride (2.61 g, 6.43 mmol) was added to a stirred solution of N-[[2-bromo-6-methoxy-5-(trifluoromethyl)-1-naphthalenyl]carbonyl]carbamic acid, methyl ester (2.61 g, 6.43 mmol) in dry THF (95 mL) at room temperature under a dry N2 atmosphere. After 1 hour, tert-butyl bromoacetate (1.56 mL, 1.5 eq) was added and the reaction mixture was heated at 60° C. for 2.5 hours. The reaction mixture was cooled to room temperature and the THF was removed. Water (100 mL) was added and the resulting sol... Reactants: NN1C(NCC1)=S (1-Aminoimidazolidine-2-thione), C1(=CC=C(C=C1)S(=O)(=O)OC)C (methyl p-toluenesulfonate). The solvent is C(C)O (ethanol). Reaction conditions: time 16 hour. Product: C1(=CC=C(C=C1)S(=O)(=O)O)C.NN1C(=NCC1)SC (1-amino-2-methylthio-2-imidazoline p-toluenesulfonate). Isolated yield 138.1%. RXN SMILES: [NH2:1][N:2]1[CH2:6][CH2:5][NH:4][C:3]1=[S:7].[C:8]1([CH3:19])[CH:13]=[CH:12][C:11]([S:14]([O:17]C)(=[O:16])=[O:15])=[CH:10][CH:9]=1>C(O)C>[C:8]1([CH3:19])[CH:9]=[CH:10][C:11]([S:14]([OH:17])(=[O:15])=[O:16])=[CH:12][CH:13]=1.[NH2:1][N:2]1[CH2:6][CH2:5][N:4]=[C:3]1[S:7][CH3:8] |f:3.4|. Procedure details: 1-Aminoimidazolidine-2-thione (2.34 g) and methyl p-toluenesulfonate (4.1 g) in ethanol (15 ml) are heated to reflux for 10 minutes, then kept at room temperature for 16 hours. The crystalline precipitate is filtered out and washed with isopropanol to give 4.613 g of 1-amino-2-methylthio-2-imidazoline p-toluenesulfonate as colorless needles, of which 3.79 g is placed in methanol (15 ml) and treated with concentrated aqueous ammonia. After stirring for 6 hours, the mixture is diluted with 20 ml i...